From a dataset of the Open Reaction Database (ORD), a public repository of structured organic reaction records. describe an organic reaction: reactants, conditions, products, and yield Reactants: CC=1NC(C=C(N1)C)=O (2,4-dimethyl-1,6-dihydro-6-pyrimidone), BrCCOC1=CC=C(C=O)C=C1 (4-[2-bromoethoxy]benzaldehyde), C(=O)([O-])[O-].[K+].[K+] (K2CO3). The product is CC=1N(C(C=C(N1)C)=O)CCOC1=CC=C(C=O)C=C1 (4-[2-[2,4-Dimethyl-6-oxo-1,6-dihydro-1-pyrimidinyl]ethoxy]benzaldehyde). Yield: 28.0%. As a reaction SMILES: [CH3:1][C:2]1[NH:3][C:4](=[O:9])[CH:5]=[C:6]([CH3:8])[N:7]=1.Br[CH2:11][CH2:12][O:13][C:14]1[CH:21]=[CH:20][C:17]([CH:18]=[O:19])=[CH:16][CH:15]=1.C([O-])([O-])=O.[K+].[K+]>>[CH3:1][C:2]1[N:3]([CH2:11][CH2:12][O:13][C:14]2[CH:21]=[CH:20][C:17]([CH:18]=[O:19])=[CH:16][CH:15]=2)[C:4](=[O:9])[CH:5]=[C:6]([CH3:8])[N:7]=1 |f:2.3.4|. Procedure: The title compound (0.8 g, 30%) was prepared from 2,4-dimethyl-1,6-dihydro-6-pyrimidone (1,3 g, 10.48 mmol) and 4-[2-bromoethoxy]benzaldehyde (2.4 g, 10.48 mmol) in the presence of a base K2CO3 (2.89 g, 20.96 mmol) by a similar procedure as described in preparation 1.